This data is from the Open Reaction Database (ORD), a public repository of structured organic reaction records. The task is: describe an organic reaction: reactants, conditions, products, and yield The reactants are C(C)(=O)Cl (Acetyl chloride), CN(C)CN(C)C (N,N,N',N'-Tetramethyldiaminomethane), COC1=CC=C(OC=2C=C3C=CNC3=CC2)C=C1 (5-(4-methoxyphenoxy)indole). Run in C(Cl)Cl (CH2Cl2), C(Cl)Cl (CH2Cl2). Reaction conditions: time 20 minute. The product is CN(C)CC1=CNC2=CC=C(C=C12)OC1=CC=C(C=C1)OC (3-(N,N-dimethylaminomethyl)-5-(4-methoxyphenoxy)indole). Reaction SMILES: CN([CH2:4][N:5]([CH3:7])[CH3:6])C.C(Cl)(=O)C.[CH3:12][O:13][C:14]1[CH:29]=[CH:28][C:17]([O:18][C:19]2[CH:20]=[C:21]3[C:25](=[CH:26][CH:27]=2)[NH:24][CH:23]=[CH:22]3)=[CH:16][CH:15]=1>C(Cl)Cl>[CH3:7][N:5]([CH2:4][C:22]1[C:21]2[C:25](=[CH:26][CH:27]=[C:19]([O:18][C:17]3[CH:28]=[CH:29][C:14]([O:13][CH3:12])=[CH:15][CH:16]=3)[CH:20]=2)[NH:24][CH:23]=1)[CH3:6]. Procedure details: N,N,N',N'-Tetramethyldiaminomethane (0.29 g, 0.39 mL, 2.82 mmol) was dissolved in CH2Cl2 (dry; 8.5 mL) and the stirred solution cooled in an ice-bath. Acetyl chloride (0.23 g, 0.21 mL, 2.95 mmol) was added dropwise (syringe) over 10 min, to give a white suspension. After stirring for a further 20 min. with cooling maintained, a solution of 5-(4-methoxyphenoxy)indole (0.5 g, 2.09 mmol) in CH2Cl2 (7.2 mL) was added dropwise, over 20 min. The cooling was removed and the resulting clear solution was... Reactants: Cl (Hydrochloric acid), C(C)(=O)OCC (ethyl acetate), N1(C=NC=C1)CCCNC(=O)OCC1=C(C=CC=C1)N(C=O)CCCCCCCCCCCCCCCCCC ([2-[[N-[3-(1-imidazolyl)propyl]carbamoyloxy]methyl]phenyl]-N-octadecylformamide). Conditions: time 20 minute. Reported procedure: 4N Hydrochloric acid--ethyl acetate solution (0.10 ml) was added to a solution of [2-[[N-[3-(1-imidazolyl)propyl]carbamoyloxy]methyl]phenyl]-N-octadecylformamide (0.200 g) in ethanol (2 ml) at room temperature. After being stirred for 20 minutes, the reaction mixture was concentrated. The residue was recrystallized from ethyl acetate-ethanol mixed solvent, thereby yielding 0.201 g of the aimed compound as white crystals. Product: Cl.N1(C=NC=C1)CCCNC(=O)OCC1=C(C=CC=C1)N(C=O)CCCCCCCCCCCCCCCCCC ([2-[[N-[3-(1-Imidazolyl)propyl]carbamoyloxy]methyl]phenyl]-N-octadecylformamide hydrochloride). Solvent: C(C)O (ethanol). Reaction SMILES: [ClH:1].C(OCC)(=O)C.[N:8]1([CH2:13][CH2:14][CH2:15][NH:16][C:17]([O:19][CH2:20][C:21]2[CH:26]=[CH:25][CH:24]=[CH:23][C:22]=2[N:27]([CH2:30][CH2:31][CH2:32][CH2:33][CH2:34][CH2:35][CH2:36][CH2:37][CH2:38][CH2:39][CH2:40][CH2:41][CH2:42][CH2:43][CH2:44][CH2:45][CH2:46][CH3:47])[CH:28]=[O:29])=[O:18])[CH:12]=[CH:11][N:10]=[CH:9]1>C(O)C>[ClH:1].[N:8]1([CH2:13][CH2:14][CH2:15][NH:16][C:17]([O:19][CH2:20][C:21]2[CH:26]=[CH:25][CH:24]=[CH:23][C:22]=2[N:27]([CH2:30][CH2:31][CH2:32][CH2:33][CH2:34][CH2:35][CH2:36][CH2:37][CH2:38][CH2:39][CH2:40][CH2:41][CH2:42][CH2:43][CH2:44][CH2:45][CH2:46][CH3:47])[CH:28]=[O:29])=[O:18])[CH:12]=[CH:11][N:10]=[CH:9]1 |f:4.5|.